Dataset: the Open Reaction Database (ORD), a public repository of structured organic reaction records. Task: describe an organic reaction: reactants, conditions, products, and yield The reactants are CC(=O)[O-], CC(=O)[O-], CCOC(=O)Cc1coc(-c2ccc(OS(=O)(=O)C(F)(F)F)cc2)n1, CS(=O)(=O)c1ccc(B(O)O)cc1, [Cs+], [F-], CN(C)C=O, [Pd+2], c1ccc(P(c2ccccc2)c2ccccc2)cc1. The product is CCOC(=O)Cc1coc(-c2ccc(-c3ccc(S(C)(=O)=O)cc3)cc2)n1. As a reaction SMILES: [C:65]([O-:66])(=[O:67])[CH3:68].[C:70]([O-:71])(=[O:72])[CH3:73].[CH2:1]([CH3:2])[O:3][C:4]([CH2:5][c:6]1[n:7][c:8](-[c:11]2[cH:12][cH:13][c:14]([O:17][S:18]([C:19]([F:20])([F:21])[F:22])(=[O:23])=[O:24])[cH:15][cH:16]2)[o:9][cH:10]1)=[O:25].[CH3:26][S:27](=[O:28])(=[O:29])[c:30]1[cH:31][cH:32][c:33]([B:36]([OH:37])[OH:38])[cH:34][cH:35]1.[Cs+:59].[F-:58].[O:60]=[CH:61][N:62]([CH3:63])[CH3:64].[Pd+2:69].[c:39]1([P:40]([c:41]2[cH:42][cH:43][cH:44][cH:45][cH:46]2)[c:47]2[cH:48][cH:49][cH:50][cH:51][cH:52]2)[cH:53][cH:54][cH:55][cH:56][cH:57]1>>[CH2:1]([CH3:2])[O:3][C:4]([CH2:5][c:6]1[n:7][c:8](-[c:11]2[cH:12][cH:13][c:14](-[c:33]3[cH:32][cH:31][c:30]([S:27]([CH3:26])(=[O:28])=[O:29])[cH:35][cH:34]3)[cH:15][cH:16]2)[o:9][cH:10]1)=[O:25].